From a dataset of the Open Reaction Database (ORD), a public repository of structured organic reaction records. describe an organic reaction: reactants, conditions, products, and yield Reactants: [OH-].[Na+] (NaOH), COC(CCC1=CC=C(C=C1)OCC1=CC=CC=C1)=O (3-(4-Benzyloxyphenyl)propionic acid methyl ester). The solvent is CO (MeOH). Conditions: time 8 hour. Product: C(C1=CC=CC=C1)OC1=CC=C(C=C1)CCC(=O)O (3-(4-Benzyloxyphenyl)propionic acid). The yield is 70.0%. As a reaction SMILES: [OH-].[Na+].C[O:4][C:5](=[O:22])[CH2:6][CH2:7][C:8]1[CH:13]=[CH:12][C:11]([O:14][CH2:15][C:16]2[CH:21]=[CH:20][CH:19]=[CH:18][CH:17]=2)=[CH:10][CH:9]=1>CO>[CH2:15]([O:14][C:11]1[CH:10]=[CH:9][C:8]([CH2:7][CH2:6][C:5]([OH:22])=[O:4])=[CH:13][CH:12]=1)[C:16]1[CH:17]=[CH:18][CH:19]=[CH:20][CH:21]=1 |f:0.1|. Procedure: An aqueous solution of NaOH (1 M, 270 mL) was added to a mixture of the 3-(4-benzyloxyphenyl)propionic acid methyl ester from Step 2 above in MeOH (600 mL) and the reaction was stirred overnight. The crystalline ppt was collected by filtration, air dried and then partitioned between EtOAc/Et2O/1 M HCl (500 mL, 250 mL, 150 mL). The organic phases were dried over MgSO4 and evaporated to give the product as a white solid (16.2 g, 70%, 3 Steps).